Dataset: the Open Reaction Database (ORD), a public repository of structured organic reaction records. Task: describe an organic reaction: reactants, conditions, products, and yield Starting materials: CC(C)(C)OC(=O)NCCCCC(=O)O, O=C([O-])O, Cn1ccnc1, CC#N, [Cl-], COC(=O)c1cc(Cl)ccc1N, [Na+], Cc1ccc(S(=O)(=O)O)cc1. Product: COC(=O)c1cc(Cl)ccc1NC(=O)CCCCNC(=O)OC(C)(C)C. RXN SMILES: [C:31]([CH3:32])([CH3:33])([CH3:34])[O:35][C:36](=[O:37])[NH:38][CH2:39][CH2:40][CH2:41][CH2:42][C:43](=[O:44])[OH:45].[C:46](=[O:47])([O-:48])[OH:49].[CH3:13][n:14]1[cH:15][cH:16][n:17][cH:18]1.[CH3:51][C:52]#[N:53].[Cl-:19].[NH2:1][c:2]1[c:3]([C:4](=[O:5])[O:6][CH3:7])[cH:8][c:9]([Cl:12])[cH:10][cH:11]1.[Na+:50].[c:20]1([CH3:21])[cH:22][cH:23][c:24]([S:25]([OH:26])(=[O:27])=[O:28])[cH:29][cH:30]1>>[NH:1]([c:2]1[c:3]([C:4](=[O:5])[O:6][CH3:7])[cH:8][c:9]([Cl:12])[cH:10][cH:11]1)[C:43]([CH2:42][CH2:41][CH2:40][CH2:39][NH:38][C:36]([O:35][C:31]([CH3:32])([CH3:33])[CH3:34])=[O:37])=[O:44]. Reactants: C1(=CC=CC=C1)C=1CCN(CC1)CCCCN1C(NC2=CC=C(C=C2C1=O)NS(=O)(=O)C)=O (3-[4-(4-phenyl-1,2,3,6-tetrahydropyridin-1-yl)butyl]-6-methylsulfonylamino-1,2,3,4-tetrahydroquinazoline-2,4-dione), Cl (hydrogen chloride). Run in CO (methanol), CO (methanol). Run at temperature 5 celsius, time 1 hour. The product is Cl.C1(=CC=CC=C1)C=1CCN(CC1)CCCCN1C(NC2=CC=C(C=C2C1=O)NS(=O)(=O)C)=O (3-[4-(4-phenyl-1,2,3,6-tetrahydropyridin-1-yl)butyl]-6-methylsulfonylamino-1,2,3,4-tetrahydroquinazoline-2,4-dione hydrochloride). Reaction SMILES: [C:1]1([C:7]2[CH2:8][CH2:9][N:10]([CH2:13][CH2:14][CH2:15][CH2:16][N:17]3[C:26](=[O:27])[C:25]4[C:20](=[CH:21][CH:22]=[C:23]([NH:28][S:29]([CH3:32])(=[O:31])=[O:30])[CH:24]=4)[NH:19][C:18]3=[O:33])[CH2:11][CH:12]=2)[CH:6]=[CH:5][CH:4]=[CH:3][CH:2]=1.[ClH:34]>CO>[ClH:34].[C:1]1([C:7]2[CH2:12][CH2:11][N:10]([CH2:13][CH2:14][CH2:15][CH2:16][N:17]3[C:26](=[O:27])[C:25]4[C:20](=[CH:21][CH:22]=[C:23]([NH:28][S:29]([CH3:32])(=[O:31])=[O:30])[CH:24]=4)[NH:19][C:18]3=[O:33])[CH2:9][CH:8]=2)[CH:2]=[CH:3][CH:4]=[CH:5][CH:6]=1 |f:3.4|. Procedure details: To a stirred solution of 3-[4-(4-phenyl-1,2,3,6-tetrahydropyridin-1-yl)butyl]-6-methylsulfonylamino-1,2,3,4-tetrahydroquinazoline-2,4-dione (158 mg) in methanol was added 10% hydrogen chloride in methanol solution (123 mg) at 5° C. After stirring for 1 hour at 5° C., the solution was evaporated. The residue was crystallized from isopropyl alcohol-ethyl acetate to give 3-[4-(4-phenyl-1,2,3,6-tetrahydropyridin-1-yl)butyl]-6-methylsulfonylamino-1,2,3,4-tetrahydroquinazoline-2,4-dione hydrochloride ...